Dataset: the Open Reaction Database (ORD), a public repository of structured organic reaction records. Task: describe an organic reaction: reactants, conditions, products, and yield Starting materials: S(O)(O)(=O)=O (sulfuric acid), C(C)(=O)O (acetic acid), FC1=CC=C(C=C1)C(C#N)(C1=CC=CC=C1)C1=CC=C(C=C1)F (bis(4-fluorophenyl)phenylacetonitrile), ice water, [OH-].[NH4+] (ammonium hydroxide). Solvent: CCCCCC (hexane). Run at temperature 130 celsius. Yields the product FC1=CC=C(C=C1)C(C(=O)N)(C1=CC=CC=C1)C1=CC=C(C=C1)F (bis(4-fluorophenyl)phenylacetamide). Yield: 87.0%. RXN SMILES: S(=O)(=O)(O)O.C(O)(=[O:8])C.[F:10][C:11]1[CH:16]=[CH:15][C:14]([C:17]([C:26]2[CH:31]=[CH:30][C:29]([F:32])=[CH:28][CH:27]=2)([C:20]2[CH:25]=[CH:24][CH:23]=[CH:22][CH:21]=2)[C:18]#[N:19])=[CH:13][CH:12]=1.[OH-].[NH4+]>CCCCCC>[F:10][C:11]1[CH:16]=[CH:15][C:14]([C:17]([C:26]2[CH:27]=[CH:28][C:29]([F:32])=[CH:30][CH:31]=2)([C:20]2[CH:25]=[CH:24][CH:23]=[CH:22][CH:21]=2)[C:18]([NH2:19])=[O:8])=[CH:13][CH:12]=1 |f:3.4|. Procedure: A solution of concentrated sulfuric acid (50 mL) and glacial acetic acid (50 mL) was added to bis(4-fluorophenyl)phenylacetonitrile (18.9 g, 0.06 mol) at rt. The resulting orange solution was stirred and heated at 130° C. for 3 h. The reaction was cooled to 0° C., poured into ice water (150 mL) and neutralized with ammonium hydroxide. The organics were extracted with chloroform (3×100 mL), combined and washed with brine (2×50 mL). The organics were dried (Na2SO4) and concentrated under reduced p... Reactants: [BH4-], CCCCCCCCCC(=O)OCC(C)=O, CC(=O)O, CCOCC, ClC(Cl)Cl, [Na+], C1CCOC1, O, c1ccccc1. Reaction SMILES: [BH4-:18].[C:1]([CH2:2][CH2:3][CH2:4][CH2:5][CH2:6][CH2:7][CH2:8][CH2:9][CH3:10])(=[O:11])[O:12][CH2:13][C:14]([CH3:15])=[O:16].[CH3:20][C:21](=[O:22])[OH:23].[CH3:39][CH2:40][O:41][CH2:42][CH3:43].[CH:35]([Cl:36])([Cl:37])[Cl:38].[Na+:19].[O:24]1[CH2:25][CH2:26][CH2:27][CH2:28]1.[OH2:17].[cH:29]1[cH:30][cH:31][cH:32][cH:33][cH:34]1>>[C:1]([CH2:2][CH2:3][CH2:4][CH2:5][CH2:6][CH2:7][CH2:8][CH2:9][CH3:10])(=[O:11])[O:12][CH2:13][CH:14]([CH3:15])[OH:16]. Yields the product CCCCCCCCCC(=O)OCC(C)O. Reactants: [BH4-], CC(C)(CCCCC(=O)CCCCC1(C(=O)O)CC1)C(=O)O, CC(C)O, Cl, [Na+], [Na+], [OH-], O. The product is CC(C)(CCCCC(O)CCCCC1(C(=O)O)CC1)C(=O)O. Reaction SMILES: [BH4-:25].[C:1](=[O:2])([OH:3])[C:4]1([CH2:7][CH2:8][CH2:9][CH2:10][C:11]([CH2:12][CH2:13][CH2:14][CH2:15][C:16]([C:17](=[O:18])[OH:19])([CH3:20])[CH3:21])=[O:22])[CH2:5][CH2:6]1.[CH:28]([OH:29])([CH3:30])[CH3:31].[ClH:27].[Na+:24].[Na+:26].[OH-:23].[OH2:32]>>[C:1](=[O:2])([OH:3])[C:4]1([CH2:7][CH2:8][CH2:9][CH2:10][CH:11]([CH2:12][CH2:13][CH2:14][CH2:15][C:16]([C:17](=[O:18])[OH:19])([CH3:20])[CH3:21])[OH:22])[CH2:5][CH2:6]1. The reactants are CCc1ccc(N)cc1, [Cl-], [Cl-], Cl, O=C(Cl)c1ccc(F)cc1F, [Zn+2]. The product is CCc1ccc(N)c(C(=O)c2ccc(F)cc2F)c1. As a reaction SMILES: [CH2:12]([CH3:13])[c:14]1[cH:15][cH:16][c:17]([NH2:18])[cH:19][cH:20]1.[Cl-:21].[Cl-:23].[ClH:24].[F:1][c:2]1[c:3]([C:4](=[O:5])[Cl:6])[cH:7][cH:8][c:9]([F:11])[cH:10]1.[Zn+2:22]>>[F:1][c:2]1[c:3]([C:4](=[O:5])[c:16]2[cH:15][c:14]([CH2:12][CH3:13])[cH:20][cH:19][c:17]2[NH2:18])[cH:7][cH:8][c:9]([F:11])[cH:10]1. Reaction SMILES: [CH2:1]([CH3:2])[O:3][C:4](=[O:5])[C:6]1([NH:17][C:18](=[O:19])[c:20]2[cH:21][cH:22][cH:23][c:24]3[c:29]2[CH2:28][CH2:27][CH2:26][CH2:25]3)[CH2:7][c:8]2[cH:9][c:10]([CH3:16])[c:11]([CH3:15])[cH:12][c:13]2[CH2:14]1.[CH3:33][CH2:34][OH:35].[K+:31].[OH-:30].[OH2:32]>>[O:3]=[C:4]([OH:5])[C:6]1([NH:17][C:18](=[O:19])[c:20]2[cH:21][cH:22][cH:23][c:24]3[c:29]2[CH2:28][CH2:27][CH2:26][CH2:25]3)[CH2:7][c:8]2[cH:9][c:10]([CH3:16])[c:11]([CH3:15])[cH:12][c:13]2[CH2:14]1. Product: Cc1cc2c(cc1C)CC(NC(=O)c1cccc3c1CCCC3)(C(=O)O)C2. The reactants are CCOC(=O)C1(NC(=O)c2cccc3c2CCCC3)Cc2cc(C)c(C)cc2C1, CCO, [K+], [OH-], O. The reactants are O=C(O)CC1CCN(C(=O)OCc2ccccc2)CC1, ClCCCl, CCN(C(C)C)C(C)C, NC(c1ccc2ccc(-c3ccccc3)nc2c1)c1nccnc1Cl, ClCCl, On1nnc2ccccc21. Product: O=C(CC1CCN(C(=O)OCc2ccccc2)CC1)NC(c1ccc2ccc(-c3ccccc3)nc2c1)c1nccnc1Cl. Reaction SMILES: [C:49](=[O:50])([O:51][CH2:52][c:53]1[cH:54][cH:55][cH:56][cH:57][cH:58]1)[N:59]1[CH2:60][CH2:61][CH:62]([CH2:65][C:66](=[O:67])[OH:68])[CH2:63][CH2:64]1.[CH2:26]([Cl:27])[CH2:28][Cl:29].[CH:40]([N:41]([CH2:42][CH3:43])[CH:44]([CH3:45])[CH3:46])([CH3:47])[CH3:48].[Cl:1][c:2]1[c:3]([CH:8]([NH2:9])[c:10]2[cH:11][cH:12][c:13]3[cH:14][cH:15][c:16](-[c:20]4[cH:21][cH:22][cH:23][cH:24][cH:25]4)[n:17][c:18]3[cH:19]2)[n:4][cH:5][cH:6][n:7]1.[Cl:69][CH2:70][Cl:71].[OH:30][n:31]1[c:32]2[c:33]([cH:34][cH:35][cH:36][cH:37]2)[n:38][n:39]1>>[Cl:1][c:2]1[c:3]([CH:8]([NH:9][C:66]([CH2:65][CH:62]2[CH2:61][CH2:60][N:59]([C:49](=[O:50])[O:51][CH2:52][c:53]3[cH:54][cH:55][cH:56][cH:57][cH:58]3)[CH2:64][CH2:63]2)=[O:67])[c:10]2[cH:11][cH:12][c:13]3[cH:14][cH:15][c:16](-[c:20]4[cH:21][cH:22][cH:23][cH:24][cH:25]4)[n:17][c:18]3[cH:19]2)[n:4][cH:5][cH:6][n:7]1. Yields the product O=C(Nc1ccc(F)cc1)N(c1ccccc1)c1ccccc1. The reactants are CCOC(C)=O, CC(C)OC(C)C, Nc1ccc(F)cc1, O, O=C(Cl)N(c1ccccc1)c1ccccc1, c1ccncc1. Reaction SMILES: [CH3:38][CH2:39][O:40][C:41](=[O:42])[CH3:43].[CH:31]([O:32][CH:33]([CH3:34])[CH3:35])([CH3:36])[CH3:37].[NH2:1][c:2]1[cH:3][cH:4][c:5]([F:6])[cH:7][cH:8]1.[OH2:44].[c:15]1([N:21]([C:22](=[O:23])[Cl:24])[c:25]2[cH:26][cH:27][cH:28][cH:29][cH:30]2)[cH:16][cH:17][cH:18][cH:19][cH:20]1.[cH:9]1[cH:10][cH:11][n:12][cH:13][cH:14]1>>[NH:1]([c:2]1[cH:3][cH:4][c:5]([F:6])[cH:7][cH:8]1)[C:22]([N:21]([c:15]1[cH:16][cH:17][cH:18][cH:19][cH:20]1)[c:25]1[cH:26][cH:27][cH:28][cH:29][cH:30]1)=[O:23].